Task: describe an organic reaction: reactants, conditions, products, and yield. Dataset: the Open Reaction Database (ORD), a public repository of structured organic reaction records Starting materials: CCOC(=O)C(CC1CCCC1)c1ccc([N+](=O)[O-])cc1, CCOC(C)=O, [H][H]. Product: CCOC(=O)C(CC1CCCC1)c1ccc(N)cc1. As a reaction SMILES: [CH2:1]([CH3:2])[O:3][C:4]([CH:5]([CH2:6][CH:7]1[CH2:8][CH2:9][CH2:10][CH2:11]1)[c:12]1[cH:13][cH:14][c:15]([N+:18]([O-:19])=[O:20])[cH:16][cH:17]1)=[O:21].[CH3:24][CH2:25][O:26][C:27](=[O:28])[CH3:29].[H:22][H:23]>>[CH2:1]([CH3:2])[O:3][C:4]([CH:5]([CH2:6][CH:7]1[CH2:8][CH2:9][CH2:10][CH2:11]1)[c:12]1[cH:13][cH:14][c:15]([NH2:18])[cH:16][cH:17]1)=[O:21]. The reactants are COC=1C=C2C=C(C(=NC2=CC1OC)N)C(=O)N (6,7-dimethoxy-2-aminoquinoline-3-carboxamide), C(#N)C(=O)OCC (ethyl cyanoformate). The solvent is C1=CC=CC=C1 (benzene). The product is COC=1C=C2C=C3C(=NC2=CC1OC)N=C(NC3=O)C(=O)OCC (ethyl 7,8-dimethoxypyrimido[4,5-b]quinolin-4(3H)-one-2-carboxylate). Reaction SMILES: [CH3:1][O:2][C:3]1[CH:4]=[C:5]2[C:10](=[CH:11][C:12]=1[O:13][CH3:14])[N:9]=[C:8]([NH2:15])[C:7]([C:16]([NH2:18])=[O:17])=[CH:6]2.[C:19]([C:21]([O:23][CH2:24][CH3:25])=[O:22])#N>C1C=CC=CC=1>[CH3:1][O:2][C:3]1[CH:4]=[C:5]2[C:10](=[CH:11][C:12]=1[O:13][CH3:14])[N:9]=[C:8]1[N:15]=[C:19]([C:21]([O:23][CH2:24][CH3:25])=[O:22])[NH:18][C:16](=[O:17])[C:7]1=[CH:6]2. Procedure details: Still further, a mixture of 6,7-dimethoxy-2-aminoquinoline-3-carboxamide (0.5 g., 2 millimoles), ethyl cyanoformate (0.43 g., 44 millimiles) and benzene (30 ml.) is refluxed for three days. The mixture is then cooled, filtered and the solid extracted with chloroform. Concentration of the chloroform extract affords the product which is recrystallized from chloroform. Starting materials: S(O)(O)(=O)=O (sulfuric acid), C(#N)C1=CC=C(C=C1)C1=C2C=CC(NC2=CC=N1)=O (5-(4-cyanophenyl)-1,6-naphthyridin-2(1H)-one), [OH-].[NH4+] (ammonium hydroxide). Reaction conditions: time 30 minute. Yields the product C(N)(=O)C1=CC=C(C=C1)C1=C2C=CC(NC2=CC=N1)=O (5-(4-carbamylphenyl)-1,6-naphthyridin-2(1H)-one). RXN SMILES: S(=O)(=O)(O)O.[C:6]([C:8]1[CH:13]=[CH:12][C:11]([C:14]2[N:23]=[CH:22][CH:21]=[C:20]3[C:15]=2[CH:16]=[CH:17][C:18](=[O:24])[NH:19]3)=[CH:10][CH:9]=1)#[N:7].[OH-:25].[NH4+]>>[C:6]([C:8]1[CH:13]=[CH:12][C:11]([C:14]2[N:23]=[CH:22][CH:21]=[C:20]3[C:15]=2[CH:16]=[CH:17][C:18](=[O:24])[NH:19]3)=[CH:10][CH:9]=1)(=[O:25])[NH2:7] |f:2.3|. Procedure: To a 35 ml of concentrated sulfuric acid chilled in an ice bath was added 5 g of 5-(4-cyanophenyl)-1,6-naphthyridin-2(1H)-one. The resulting mixture was allowed to stand in an ice bath for 30 minutes and then at room temperature overnight. The mixture was poured onto ice and neutralized by adding aqueous ammonium hydroxide solution. The resulting white precipitate was collected, washed with distilled water, dried in a vacuum oven at 90°-95° C. to yield 4.8 g of 5-(4-carbamylphenyl)-1,6-naphthyri...